Dataset: the Open Reaction Database (ORD), a public repository of structured organic reaction records. Task: describe an organic reaction: reactants, conditions, products, and yield Yields the product Oc1ccccc1Nc1nccc(-c2cccnc2)n1. As a reaction SMILES: [BrH:22].[CH3:1][O:2][c:3]1[c:4]([NH:9][c:10]2[n:11][cH:12][cH:13][c:14](-[c:16]3[cH:17][n:18][cH:19][cH:20][cH:21]3)[n:15]2)[cH:5][cH:6][cH:7][cH:8]1>>[OH:2][c:3]1[c:4]([NH:9][c:10]2[n:11][cH:12][cH:13][c:14](-[c:16]3[cH:17][n:18][cH:19][cH:20][cH:21]3)[n:15]2)[cH:5][cH:6][cH:7][cH:8]1. Reactants: Br, COc1ccccc1Nc1nccc(-c2cccnc2)n1. Reactants: P(O)(O)(O)=O (Phosphoric acid), ClC1=CNC2=CC=CC(=C12)[N+](=O)[O-] (3-chloro-4-nitroindole), O (water). Run in COCCO (2-methoxyethanol). Reaction conditions: temperature 95 celsius, time 3.5 hour. The product is [N+](=O)([O-])C1=C2CC(NC2=CC=C1)=O (4-nitrooxindole). RXN SMILES: P(=O)(O)(O)O.Cl[C:7]1[C:15]2[C:10](=[CH:11][CH:12]=[CH:13][C:14]=2[N+:16]([O-:18])=[O:17])[NH:9][CH:8]=1.[OH2:19]>COCCO>[N+:16]([C:14]1[CH:13]=[CH:12][CH:11]=[C:10]2[C:15]=1[CH2:7][C:8](=[O:19])[NH:9]2)([O-:18])=[O:17]. Procedure details: Phosphoric acid (35 mL of 86%) is added to a solution of 3-chloro-4-nitroindole (1.27 g, 6.46 mmol) in 2-methoxyethanol (50 mL) at 100° C. The resulting brown colored solution is stirred at 95° C. for 3.5 hours. The reaction is cooled to room temperature and then poured into 500 mL of water. The aqueous layer is extracted three times with ethyl acetate. The ethyl acetate layer is dried over magnesium sulfate, filtered and the solvents removed by rotary evaporation. The crude material is purified... The reactants are ClC1=C(C=2NC(=CC2S1)C(=O)N[C@H]1[C@@H](C2=CC=CC=C2C1)N(C)C(CCl)=O)Cl (2,3-Dichloro-N-{(1R,2R)-1-[(chloroacetyl)(methyl)amino]-2,3-dihydro-1H-inden-2-yl}4H-thieno[3,2-b]pyrrole-5-carboxamide), N1CCOCC1 (morpholine). The solvent is C(Cl)Cl (DCM). Reaction conditions: time 20 hour. Product: ClC1=C(C=2NC(=CC2S1)C(=O)N[C@@H]1[C@H](C2=CC=CC=C2C1)N(C(CN1CCOCC1)=O)C)Cl (2,3-Dichloro-N-{(1S,2S)-1-[methyl(morpholin-4-ylacetyl)amino]-2,3-dihydro-1H-inden-2-yl}-4H-thieno[3,2-b]pyrrole-5-carboxamide). Yield: 0.9%. As a reaction SMILES: [Cl:1][C:2]1[S:9][C:8]2[CH:7]=[C:6]([C:10]([NH:12][C@@H:13]3[CH2:21][C:20]4[C:15](=[CH:16][CH:17]=[CH:18][CH:19]=4)[C@H:14]3[N:22]([C:24](=[O:27])[CH2:25]Cl)[CH3:23])=[O:11])[NH:5][C:4]=2[C:3]=1[Cl:28].[NH:29]1[CH2:34][CH2:33][O:32][CH2:31][CH2:30]1>C(Cl)Cl>[Cl:1][C:2]1[S:9][C:8]2[CH:7]=[C:6]([C:10]([NH:12][C@H:13]3[CH2:21][C:20]4[C:15](=[CH:16][CH:17]=[CH:18][CH:19]=4)[C@@H:14]3[N:22]([CH3:23])[C:24](=[O:27])[CH2:25][N:29]3[CH2:34][CH2:33][O:32][CH2:31][CH2:30]3)=[O:11])[NH:5][C:4]=2[C:3]=1[Cl:28]. Procedure: 2,3-Dichloro-N-{(1R,2R)-1-[(chloroacetyl)(methyl)amino]-2,3-dihydro-1H-inden-2-yl}4H-thieno[3,2-b]pyrrole-5-carboxamide (Method 10, 100 mg, 0.22 mol) and morpholine (100 mg, 12.6 mmol) were dissolved in DCM, stirred at ambient temperature for 20 hours and the volatiles removed by evaporation under reduced pressure. EtOAc (10 mL) was added and the mixture washed with water (2×5 mL), brine (5 mL), dried (MgSO4) and the volatiles removed by evaporation under reduced pressure to give the title compo... Starting materials: C(C)(C)(C)C=1C=C(CN(S(=O)(=O)C=2SC=CC2)C=2C=NC=CC2)C=C(C1O)C(C)(C)C (Thiophene-2-sulfonic Acid (3,5-di-tert-butyl-4-hydroxy-benzyl)-pyridin-3-yl-amide), S1C(=CC=C1)S(=O)(=O)Cl (2-thiophene sulfonyl chloride), CS(=O)(=O)Cl (methane sulfonyl chloride). Product: C(C)(C)(C)C=1C=C(CN(S(=O)(=O)C)C=2C=NC=CC2)C=C(C1O)C(C)(C)C (N-(3,5-Di-tert-butyl-4-hydroxy-benzyl)-N-pyridin-3-yl-methanesulfonamide). RXN SMILES: [C:1]([C:5]1[CH:6]=[C:7]([CH:24]=[C:25]([C:28]([CH3:31])([CH3:30])[CH3:29])[C:26]=1[OH:27])[CH2:8][N:9]([C:18]1[CH:19]=[N:20][CH:21]=[CH:22][CH:23]=1)[S:10]([C:13]1SC=CC=1)(=[O:12])=[O:11])([CH3:4])([CH3:3])[CH3:2].S1C=CC=C1S(Cl)(=O)=O.CS(Cl)(=O)=O>>[C:1]([C:5]1[CH:6]=[C:7]([CH:24]=[C:25]([C:28]([CH3:31])([CH3:30])[CH3:29])[C:26]=1[OH:27])[CH2:8][N:9]([C:18]1[CH:19]=[N:20][CH:21]=[CH:22][CH:23]=1)[S:10]([CH3:13])(=[O:12])=[O:11])([CH3:4])([CH3:3])[CH3:2]. Reported procedure: This compound was prepared in the same manner as for the title compound of Example 7, except the 2-thiophene sulfonyl chloride was replaced with methane sulfonyl chloride. Mp 133—134° C.; MS+1=391.1. The reactants are [N+](=O)([O-])C1=C2CCCC2=CC=C1 (4-nitroindane), C(C)(=O)OCC (ethyl acetate). Reagents/catalysts: [Pd] (Pd/C). The solvent is C(C)O (ethanol), hexanes, C(C)O (ethanol). Product: NC1=C2CCCC2=CC=C1 (4-aminoindane). Isolated yield 86.7%. Reaction SMILES: [N+:1]([C:4]1[CH:12]=[CH:11][CH:10]=[C:9]2[C:5]=1[CH2:6][CH2:7][CH2:8]2)([O-])=O.C(OCC)(=O)C>C(O)C.[Pd]>[NH2:1][C:4]1[CH:12]=[CH:11][CH:10]=[C:9]2[C:5]=1[CH2:6][CH2:7][CH2:8]2. Procedure: In a 500 mL Parr shaker vessel, 4-nitroindane (10 g, 61 mmol) was dissolved in 50 mL ethanol. A slurry of 10% Pd/C (1 g) in ethanol was added. The mixture was then placed on a Parr shaker under a hydrogen atmosphere (50 psi) for 1 hour, at which point t.l.c. (20% ethyl acetate in hexanes) showed that all the starting material had disappeared. To work up the reaction, the mixture was filtered twice through Celite, washing with a large amount of ethanol, and once through filter paper. The ethanol ... Starting materials: C1(CCC(N1)=O)=O (succinimide), CC1=C(C=CC=C1)C(C(=O)OC)=COC (methyl α-(2-methylphenyl)-β-methoxyacrylate), BrN1C(CCC1=O)=O (N-bromosuccinimide), N(=NC(C#N)(C)C)C(C#N)(C)C (azodiisobutyronitrile). Solvent: C(Cl)(Cl)(Cl)Cl (CCl4). Product: BrCC1=C(C=CC=C1)C(C(=O)OC)=COC (Methyl α-(2-bromomethylphenyl)-β-methoxyacrylate). RXN SMILES: [CH3:1][C:2]1[CH:7]=[CH:6][CH:5]=[CH:4][C:3]=1[C:8](=[CH:13][O:14][CH3:15])[C:9]([O:11][CH3:12])=[O:10].[Br:16]N1C(=O)CCC1=O.N(C(C)(C)C#N)=NC(C)(C)C#N.C1(=O)NC(=O)CC1>C(Cl)(Cl)(Cl)Cl>[Br:16][CH2:1][C:2]1[CH:7]=[CH:6][CH:5]=[CH:4][C:3]=1[C:8](=[CH:13][O:14][CH3:15])[C:9]([O:11][CH3:12])=[O:10]. Reported procedure: 20.6 g of the methyl α-(2-methylphenyl)-β-methoxyacrylate obtained by Method A, 17.65 g of N-bromosuccinimide, 0.2 g of azodiisobutyronitrile and 150 ml of CCl4 are slowly heated to 90° C. This temperature is maintained until all the succinimide is floating on the solvent. Filtration is followed by concentrating, the remaining oil is dissolved in about 5 ml of acetone, and n-hexane is added to bring about crystallization. This gives 27.5 g of colorless crystals of mp 86°-87° C. Starting materials: ClC=1C=C(C(=O)OO)C=CC1 (m-chloroperoxybenzoic acid), Cl.ClC=1C=C(C=CC1Cl)SCC1=NC=CC=C1 (2-(((3,4-dichlorophenyl)thio)methyl)pyridine, hydrochloride). The solvent is C(Cl)Cl (methylene chloride), C(Cl)Cl (methylene chloride). Run at time 5 hour. The product is ClC=1C=C(C=CC1Cl)S(=O)CC1=NC=CC=C1 (2-(((3,4-Dichlorophenyl)sulphinyl)methyl)pyridine), Cl (hydrochloride). Yield: 252.3%. RXN SMILES: Cl.[Cl:2][C:3]1[CH:4]=[C:5]([S:10][CH2:11][C:12]2[CH:17]=[CH:16][CH:15]=[CH:14][N:13]=2)[CH:6]=[CH:7][C:8]=1[Cl:9].[Cl:18]C1C=C(C=CC=1)C(OO)=[O:23]>C(Cl)Cl>[Cl:2][C:3]1[CH:4]=[C:5]([S:10]([CH2:11][C:12]2[CH:17]=[CH:16][CH:15]=[CH:14][N:13]=2)=[O:23])[CH:6]=[CH:7][C:8]=1[Cl:9].[ClH:18] |f:0.1|. Procedure details: A suspension of 2-(((3,4-dichlorophenyl)thio)methyl)pyridine, hydrochloride (2.0 g) in methylene chloride (50 ml) at 0° C. was treated with a solution of m-chloroperoxybenzoic acid (1.5 g) in methylene chloride (25 ml). The mixture was allowed to warm to ambient temperature and was stirred for 5 hours. The solution with washed with saturated sodium carbonate solution and water, then dried (MgSO4). The residue was dissolved in acetone and converted into the hydrochloride with ethereal HCl. N.m.r.... Starting materials: Cl[Sn]Cl (SnCl2), NC1=C(C#N)C=C(C=C1)S(=O)(=O)C1=CC=CC=C1 (2-Amino-5-benzenesulfonyl-benzonitrile), N(=O)[O-].[Na+] (NaNO2). The solvent is Cl (HCl), Cl (HCl), O (water). Reaction conditions: temperature 4 celsius, time 3 hour. The product is C1(=CC=CC=C1)S(=O)(=O)C=1C=C2C(=NNC2=CC1)N (5-benzenesulfonyl-1H-indazol-3-ylamine). Isolated yield 40.4%. As a reaction SMILES: [NH2:1][C:2]1[CH:9]=[CH:8][C:7]([S:10]([C:13]2[CH:18]=[CH:17][CH:16]=[CH:15][CH:14]=2)(=[O:12])=[O:11])=[CH:6][C:3]=1[C:4]#[N:5].[N:19]([O-])=O.[Na+].Cl[Sn]Cl>Cl.O>[C:13]1([S:10]([C:7]2[CH:6]=[C:3]3[C:2](=[CH:9][CH:8]=2)[NH:1][N:5]=[C:4]3[NH2:19])(=[O:12])=[O:11])[CH:14]=[CH:15][CH:16]=[CH:17][CH:18]=1 |f:1.2|. Procedure: 2-Amino-5-benzenesulfonyl-benzonitrile (0.81 g, 3.15 mmol) in 37% HCl (5 mL) was treated dropwise at 4° C. with NaNO2 (261 mg, 3.78 mmol) in 5 mL of water. After 1.75 hours the suspension was added dropwise to a solution of SnCl2 (4.88 g, 25.21 mmol) in 5 mL of 37% HCl. After stirring at 4° C. for 3 hours the solid was filtered, taken up with water (30 mL) and boiled for 1.5 hours. The hot mixture was filtered and washed thoroughly with boiling water. The filtrate was cooled to 4° C. and treated... The product is Cc1nn(C(=O)OC(C)(C)C)c2cc(N)ccc12. Reaction SMILES: [CH3:1][c:2]1[n:3][n:4]([C:14](=[O:15])[O:16][C:17]([CH3:18])([CH3:19])[CH3:20])[c:5]2[cH:6][c:7]([N+:11]([O-:12])=[O:13])[cH:8][cH:9][c:10]12.[CH3:21][CH2:22][CH2:23][CH2:24][CH2:25][CH2:26][CH3:27].[CH3:28][CH2:29][OH:30].[Cl:31][CH2:32][Cl:33]>>[CH3:1][c:2]1[n:3][n:4]([C:14](=[O:15])[O:16][C:17]([CH3:18])([CH3:19])[CH3:20])[c:5]2[cH:6][c:7]([NH2:11])[cH:8][cH:9][c:10]12. Reactants: Cc1nn(C(=O)OC(C)(C)C)c2cc([N+](=O)[O-])ccc12, CCCCCCC, CCO, ClCCl.